From a dataset of the Open Reaction Database (ORD), a public repository of structured organic reaction records. describe an organic reaction: reactants, conditions, products, and yield As a reaction SMILES: C1(C)C=CC(S(CC[O:12][C:13](=[O:52])[CH2:14][CH2:15][C:16]2[CH:21]=[C:20]([S:22]([N:25]3[C:29]4[CH:30]=[CH:31][CH:32]=[CH:33][C:28]=4[N:27]=[C:26]3[S:34]([CH2:36][C:37]3[C:42]([CH3:43])=[C:41]([O:44][CH2:45][C:46]([F:49])([F:48])[F:47])[CH:40]=[CH:39][N:38]=3)=[O:35])(=[O:24])=[O:23])[CH:19]=[CH:18][C:17]=2[O:50][CH3:51])(=O)=O)=CC=1.C([O-])(O)=O.[Na+:58]>CC#N.O>[Na+:58].[CH3:51][O:50][C:17]1[CH:18]=[CH:19][C:20]([S:22]([N:25]2[C:29]3[CH:30]=[CH:31][CH:32]=[CH:33][C:28]=3[N:27]=[C:26]2[S:34]([CH2:36][C:37]2[C:42]([CH3:43])=[C:41]([O:44][CH2:45][C:46]([F:47])([F:48])[F:49])[CH:40]=[CH:39][N:38]=2)=[O:35])(=[O:23])=[O:24])=[CH:21][C:16]=1[CH2:15][CH2:14][C:13]([O-:52])=[O:12] |f:1.2,5.6|. Run in CC#N (CH3CN), O (H2O). Isolated yield 91.4%. Procedure details: To a solution of 3-[2-methoxy-5-{2-(3-methyl-4-(2,2,2-trifluoroethoxy)pyridin-2-yl-methanesulfinyl)-benzimidazole-1-sulfonyl}phenyl]propionic acid 2-(toluene-4-sulfonyl)ethyl ester (Intermediate 63, 1.0 g, 1.26 mmol) in 10 mL of CH3CN was added the solution of NaHCO3 (127 mg, 1.51 mmol, 1.2 eq) in 5 mL of H2O. The mixture was heated to 65° C. for 4 h. Thereafter all the volatile materials were removed under vacuum, the mixture was washed with Et2O-EtOAc (10:1)), and then the aqueous layer was ly... Reaction conditions: temperature 65 celsius, time 8 hour. Reactants: C1(=CC=C(C=C1)S(=O)(=O)CCOC(CCC1=C(C=CC(=C1)S(=O)(=O)N1C(=NC2=C1C=CC=C2)S(=O)CC2=NC=CC(=C2C)OCC(F)(F)F)OC)=O)C (3-[2-methoxy-5-{2-(3-methyl-4-(2,2,2-trifluoroethoxy)pyridin-2-yl-methanesulfinyl)-benzimidazole-1-sulfonyl}phenyl]propionic acid 2-(toluene-4-sulfonyl)ethyl ester), C1(=CC=C(C=C1)S(=O)(=O)CCOC(CCC1=C(C=CC(=C1)S(=O)(=O)N1C(=NC2=C1C=CC=C2)S(=O)CC2=NC=CC(=C2C)OCC(F)(F)F)OC)=O)C (3-[2-methoxy-5-{2-(3-methyl-4-(2,2,2-trifluoroethoxy)pyridin-2-yl-methanesulfinyl)-benzimidazole-1-sulfonyl}phenyl]propionic acid 2-(toluene-4-sulfonyl)ethyl ester), C(=O)(O)[O-].[Na+] (NaHCO3). The product is [Na+].COC1=C(C=C(C=C1)S(=O)(=O)N1C(=NC2=C1C=CC=C2)S(=O)CC2=NC=CC(=C2C)OCC(F)(F)F)CCC(=O)[O-] (3-[2-methoxy-5-{2-(3-methyl-4-(2,2,2-trifluoroethoxy)pyridin-2-yl-methanesulfinyl)-benzimidazole-1-sulfonyl}phenyl]propionic acid sodium salt). Starting materials: Nc1nc2ncn(Cc3ccccc3)c2c(=O)[nH]1, CC(=O)O, Cl, O=N[O-], [Na+], O. Product: O=c1[nH]c(=O)c2c(ncn2Cc2ccccc2)[nH]1. As a reaction SMILES: [CH2:2]([c:3]1[cH:4][cH:5][cH:6][cH:7][cH:8]1)[n:9]1[cH:10][n:11][c:12]2[n:13][c:14]([NH2:19])[nH:15][c:16](=[O:18])[c:17]12.[CH3:25][C:26](=[O:27])[OH:28].[ClH:1].[N:20](=[O:21])[O-:22].[Na+:23].[OH2:24]>>[CH2:2]([c:3]1[cH:4][cH:5][cH:6][cH:7][cH:8]1)[n:9]1[cH:10][n:11][c:12]2[nH:13][c:14](=[O:21])[nH:15][c:16](=[O:18])[c:17]12.